This data is from the Open Reaction Database (ORD), a public repository of structured organic reaction records. The task is: describe an organic reaction: reactants, conditions, products, and yield Starting materials: BrC1=CC=C(C=C1)F (4-bromo-1-fluorobenzene), C(C)OCC (diethyl ether), C(C1=CC=CC=C1)SC1=CC=C(C#N)C=C1 (4-benzylthiobenzonitrile), [Mg] (magnesium), C(C)OCC (diethyl ether). Solvent: O1CCCC1 (tetrahydrofuran). Yields the product C(C1=CC=CC=C1)SC1=CC=C(C(=O)C2=CC=C(C=C2)F)C=C1 (4-benzylthio-4'-fluorobenzophenone). RXN SMILES: [Mg].Br[C:3]1[CH:8]=[CH:7][C:6]([F:9])=[CH:5][CH:4]=1.[CH2:10]([S:17][C:18]1[CH:25]=[CH:24][C:21]([C:22]#N)=[CH:20][CH:19]=1)[C:11]1[CH:16]=[CH:15][CH:14]=[CH:13][CH:12]=1.C([O:28]CC)C>O1CCCC1>[CH2:10]([S:17][C:18]1[CH:25]=[CH:24][C:21]([C:22]([C:3]2[CH:8]=[CH:7][C:6]([F:9])=[CH:5][CH:4]=2)=[O:28])=[CH:20][CH:19]=1)[C:11]1[CH:16]=[CH:15][CH:14]=[CH:13][CH:12]=1. Procedure: To a suspension of 9.6 g of magnesium turnings in 20 ml of anhydrous diethyl ether is added dropwise a solution of 44 ml of 4-bromo-1-fluorobenzene in 300 ml of anhydrous diethyl ether. At the end of the addition, the mixture is stirred for a few minutes at room temperature and a solution of 46 g of 4-benzylthiobenzonitrile, prepared in example 16, in 400 ml of anhydrous tetrahydrofuran is added dropwise. The diethyl ether is distilled off and the mixture is heated under reflux for 3 hours befor... Starting materials: C1CCOC1, COc1ccc(C(=O)O)cc1OC, NC1CCCNC(=O)C1. Product: COc1ccc(C(=O)NC2CCCNC(=O)C2)cc1OC. Reaction SMILES: [CH2:23]1[O:24][CH2:25][CH2:26][CH2:27]1.[CH3:1][O:2][c:3]1[cH:4][cH:5][c:6]([C:11]([OH:12])=[O:13])[cH:7][c:8]1[O:9][CH3:10].[NH2:14][CH:15]1[CH2:16][C:17](=[O:18])[NH:19][CH2:20][CH2:21][CH2:22]1>>[CH3:1][O:2][c:3]1[cH:4][cH:5][c:6]([C:11](=[O:13])[NH:14][CH:15]2[CH2:16][C:17](=[O:18])[NH:19][CH2:20][CH2:21][CH2:22]2)[cH:7][c:8]1[O:9][CH3:10]. The product is ClC1=CC=C(C=C1)NC(=O)CCC(=O)N(C1=CC=C(C=C1)Cl)CCCOC1=CC=C(C(=O)OC)C=C1 (Methyl 4-[3-[N-[3-(4-chlorophenylcarbamoyl)propionyl]-N-(4-chlorophenyl)amino]propoxy]benzoate). The reactants are C(=O)(O)CCC(=O)N(C1=CC=C(C=C1)Cl)CCCOC1=CC=C(C(=O)OC)C=C1 (Methyl 4-[3-[N-(3-carboxypropionyl)-N-(4-chlorophenyl)amino]propoxy]benzoate), ClC1=CC=C(N)C=C1 (p-chloroaniline), C1CCC(CC1)N=C=NC2CCCCC2 (DCC). The yield is 84.3%. Reaction conditions: time 52 hour. Procedure: Methyl 4-[3-[N-(3-carboxypropionyl)-N-(4-chlorophenyl)amino]propoxy]benzoate (1.6 g), p-chloroaniline (0.54 g), DCC (0.87 g) and 4-dimethylaminopyridine (47 mg) were dissolved in methylene chloride (40 ml), and the mixture was stirred at room temperature for 52 hours, and concentrated under reduced pressure. The residue was dissolved in a small amount of DMF, and filtered. To this filtrate were added water and ethyl acetate and it was separated into layers. The organic layer was washed with wate... As a reaction SMILES: [C:1]([CH2:4][CH2:5][C:6]([N:8]([CH2:16][CH2:17][CH2:18][O:19][C:20]1[CH:29]=[CH:28][C:23]([C:24]([O:26][CH3:27])=[O:25])=[CH:22][CH:21]=1)[C:9]1[CH:14]=[CH:13][C:12]([Cl:15])=[CH:11][CH:10]=1)=[O:7])(O)=[O:2].[Cl:30][C:31]1[CH:37]=[CH:36][C:34]([NH2:35])=[CH:33][CH:32]=1.C1CCC(N=C=NC2CCCCC2)CC1>CN(C)C1C=CN=CC=1.C(Cl)Cl>[Cl:30][C:31]1[CH:37]=[CH:36][C:34]([NH:35][C:1]([CH2:4][CH2:5][C:6]([N:8]([CH2:16][CH2:17][CH2:18][O:19][C:20]2[CH:21]=[CH:22][C:23]([C:24]([O:26][CH3:27])=[O:25])=[CH:28][CH:29]=2)[C:9]2[CH:10]=[CH:11][C:12]([Cl:15])=[CH:13][CH:14]=2)=[O:7])=[O:2])=[CH:33][CH:32]=1. The solvent is C(Cl)Cl (methylene chloride). Reagents/catalysts: CN(C1=CC=NC=C1)C (4-dimethylaminopyridine). Reactants: C(C)OC([C@H](CC1=CC=C(C=C1)OCCCBr)OC)=O ((2S)-3-[4-(3-bromo-propoxy)-phenyl]-2-methoxy-propionic acid ethyl ester), C1=C(C=CC=2CCCCC12)O (5,6,7,8-tetrahydro-naphthalen-2-ol), C1(=CC=C(C=C1)OCCOC1=CC=C(C=C1)C[C@@H](C(=O)O)OC)C1=CC=CC=C1 ((2S)-3-{4-[2-(biphenyl-4-yloxy)-ethoxy]-phenyl}-2-methoxy-propionic acid). Product: CO[C@H](C(=O)O)CC1=CC=C(C=C1)OCCCOC1=CC=2CCCCC2C=C1 ((2S)-2-methoxy-3-{4-[3-(5,6,7,8-tetrahydro-naphthalen-2-yloxy)-propoxy]-phenyl}-propionic acid). Reaction SMILES: C([O:3][C:4](=[O:20])[C@@H:5]([O:18][CH3:19])[CH2:6][C:7]1[CH:12]=[CH:11][C:10]([O:13][CH2:14][CH2:15][CH2:16]Br)=[CH:9][CH:8]=1)C.[CH:21]1[C:30]2[CH2:29][CH2:28][CH2:27][CH2:26][C:25]=2[CH:24]=[CH:23][C:22]=1[OH:31].C1(C2C=CC=CC=2)C=CC(OCCOC2C=CC(C[C@H](OC)C(O)=O)=CC=2)=CC=1>>[CH3:19][O:18][C@@H:5]([CH2:6][C:7]1[CH:8]=[CH:9][C:10]([O:13][CH2:14][CH2:15][CH2:16][O:31][C:22]2[CH:23]=[CH:24][C:25]3[CH2:26][CH2:27][CH2:28][CH2:29][C:30]=3[CH:21]=2)=[CH:11][CH:12]=1)[C:4]([OH:3])=[O:20]. Procedure: The title compound was prepared from (2S)-3-[4-(3-bromo-propoxy)-phenyl]-2-methoxy-propionic acid ethyl ester (Example 284, Step 2) and 5,6,7,8-tetrahydro-naphthalen-2-ol via the same procedure used for the: preparation of (2S)-3-{4-[2-(biphenyl-4-yloxy)-ethoxy]-phenyl}-2-methoxy-propionic acid (Example 283, Step 3), to produce a white solid. Reactants: C1=CC=CC=2C3C4=CC=CC=C4C(C12)(C3)CN3CCC(CC3)=O ((9,10-dihydro-9,10-methanoanthracen-9-ylmethyl)-4-piperidinone), BrC=1C=NC=NC1 (5-bromopyrimidine). Product: C1=CC=CC=2C3C4=CC=CC=C4C(C12)(C3)CN3CCC(CC3)(O)C=3C=NC=NC3 (1-(9,10-Dihydro-9,10-methanoanthracen-9-ylmethyl)-4-(5-pyrimidinyl)piperidin-4-ol). The yield is 60.0%. As a reaction SMILES: [CH:1]1[C:14]2[C:13]3([CH2:16][N:17]4[CH2:22][CH2:21][C:20](=[O:23])[CH2:19][CH2:18]4)[CH2:15][CH:6]([C:7]4[C:12]3=[CH:11][CH:10]=[CH:9][CH:8]=4)[C:5]=2[CH:4]=[CH:3][CH:2]=1.Br[C:25]1[CH:26]=[N:27][CH:28]=[N:29][CH:30]=1>>[CH:11]1[C:12]2[C:13]3([CH2:16][N:17]4[CH2:22][CH2:21][C:20]([C:25]5[CH:26]=[N:27][CH:28]=[N:29][CH:30]=5)([OH:23])[CH2:19][CH2:18]4)[CH2:15][CH:6]([C:5]4[C:14]3=[CH:1][CH:2]=[CH:3][CH:4]=4)[C:7]=2[CH:8]=[CH:9][CH:10]=1. Procedure details: Using a procedure similar to that described in example 1 except starting with-(9,10-dihydro-9,10-methanoanthracen-9-ylmethyl)-4-piperidinone (described in example 5d) and employing 5-bromopyrimidine, the title compound was formed in 60% yield as a white solid, mp 298°-300° C. (dec). free base: 1H NMR (CDCl3, 250 MHz) 9.12 (s, 1H), 8.86 (s, 2H), 7.26 (m, 2H), 7.18 (m, 2H), 6.94 (m, 4H), 4.29 (s, 1H), 3.49 (s, 2H), 2.96 (m, 2H), 2.70 (dt, J=2.5, 12.0 Hz, 2H), 2.61 (d, J=1.5 Hz, 2H), 2.10 (dt, J=4.... Reactants: CCOC(=O)C1(NC(=O)c2cccc(C)c2I)Cc2ccccc2C1, CCO, CC=CB(O)O, [K+], [K+], O=C([O-])[O-], C1COCCO1, [Pd]. The product is CC=Cc1c(C)cccc1C(=O)NC1(C(=O)OCC)Cc2ccccc2C1. Reaction SMILES: [CH2:1]([CH3:2])[O:3][C:4](=[O:5])[C:6]1([NH:15][C:16]([c:17]2[c:18]([I:24])[c:19]([CH3:23])[cH:20][cH:21][cH:22]2)=[O:25])[CH2:7][c:8]2[cH:9][cH:10][cH:11][cH:12][c:13]2[CH2:14]1.[CH3:38][CH2:39][OH:40].[CH:26](=[CH:27][CH3:28])[B:29]([OH:30])[OH:31].[K+:32].[K+:33].[O-:34][C:35]([O-:36])=[O:37].[O:41]1[CH2:42][CH2:43][O:44][CH2:45][CH2:46]1.[Pd:47]>>[CH2:1]([CH3:2])[O:3][C:4](=[O:5])[C:6]1([NH:15][C:16]([c:17]2[c:18]([CH:26]=[CH:27][CH3:28])[c:19]([CH3:23])[cH:20][cH:21][cH:22]2)=[O:25])[CH2:7][c:8]2[cH:9][cH:10][cH:11][cH:12][c:13]2[CH2:14]1.